This data is from the Open Reaction Database (ORD), a public repository of structured organic reaction records. The task is: describe an organic reaction: reactants, conditions, products, and yield Starting materials: CCO, O=S(=O)(O)Cl, [N-]=[N+]=C1C(=O)Oc2ccccc2C1=O. Yields the product [N-]=[N+]=C1C(=O)Oc2ccc(S(=O)(=O)Cl)cc2C1=O. Reaction SMILES: [CH3:20][CH2:21][OH:22].[Cl:15][S:16](=[O:17])(=[O:18])[OH:19].[N+:1](=[N-:2])=[C:3]1[C:4](=[O:14])[O:5][c:6]2[cH:7][cH:8][cH:9][cH:10][c:11]2[C:12]1=[O:13]>>[N+:1](=[N-:2])=[C:3]1[C:4](=[O:14])[O:5][c:6]2[cH:7][cH:8][c:9]([S:16]([Cl:15])(=[O:17])=[O:18])[cH:10][c:11]2[C:12]1=[O:13]. Starting materials: NC=1C=C(C(C(=O)O)=CC1Cl)O (4-Amino-5-chlorosalicylic acid), S(=O)(Cl)Cl (thionyl chloride), CO (methanol). Reaction conditions: temperature 0 celsius. Product: NC=1C=C(C(C(=O)OC)=CC1Cl)O (methyl 4-amino-5-chlorosalicylate). RXN SMILES: [NH2:1][C:2]1[CH:3]=[C:4]([OH:12])[C:5](=[CH:9][C:10]=1[Cl:11])[C:6]([OH:8])=[O:7].S(Cl)(Cl)=O.[CH3:17]O>>[NH2:1][C:2]1[CH:3]=[C:4]([OH:12])[C:5](=[CH:9][C:10]=1[Cl:11])[C:6]([O:8][CH3:17])=[O:7]. Reported procedure: 4-Amino-5-chlorosalicylic acid (24 g) is added to a stirred solution of thionyl chloride (30 ml) in methanol (300 ml) cooled to 0° C., and the mixture is stirred under reflux for 18 hours. The reaction mixture is evaporated and the residue is recrystallized from EtOH-H2O to give methyl 4-amino-5-chlorosalicylate which is used directly in the next step. Reagents/catalysts: [Fe] (iron). Yields the product NC=1C(=CC(=C(C1)C=1C(N(C(=CN1)C(F)(F)F)C)=O)Cl)Cl (3-(5-amino-2,4-dichlorophenyl)-1-methyl-6-trifluoromethyl-2-oxo-1,2-dihydropyrazine). The reactants are ice water, O (water), ClC1=C(C=C(C(=C1)Cl)[N+](=O)[O-])C=1C(N(C(=CN1)C(F)(F)F)C)=O (3-(2,4dichloro-5-nitrophenyl)-1-methyl-6-trifluoromethyl-2-oxo-1,2-dihydropyrazine), ClC1=C(C=C(C(=C1)Cl)[N+](=O)[O-])C=1C(N(C(=CN1)C(F)(F)F)C)=O (3-(2,4dichloro-5-nitrophenyl)-1-methyl-6-trifluoromethyl-2-oxo-1,2-dihydropyrazine). The solvent is C(C)(=O)O (acetic acid), C(C)(=O)O (acetic acid). Run at time 2 hour. Reaction SMILES: O.[Cl:2][C:3]1[CH:8]=[C:7]([Cl:9])[C:6]([N+:10]([O-])=O)=[CH:5][C:4]=1[C:13]1[C:14](=[O:24])[N:15]([CH3:23])[C:16]([C:19]([F:22])([F:21])[F:20])=[CH:17][N:18]=1>C(O)(=O)C.[Fe]>[NH2:10][C:6]1[C:7]([Cl:9])=[CH:8][C:3]([Cl:2])=[C:4]([C:13]2[C:14](=[O:24])[N:15]([CH3:23])[C:16]([C:19]([F:22])([F:21])[F:20])=[CH:17][N:18]=2)[CH:5]=1. The yield is 82.1%. Reported procedure: Then, 0.59 g of iron powder was added to a mixture of 5.3 ml of acetic acid and 3.2 ml of water, to which a solution of 0.65 g of 3-(2,4-dichloro-5-nitrophenyl)-1-methyl-6-trifluoromethyl-2-oxo-1,2-dihydropyrazine (present compound 1-333) in 1.6 ml of acetic acid was slowly added dropwise, and the mixture was stirred at room temperature for 2 hours. After completion of the reaction, the reaction mixture was poured into ice water, followed by extraction with ethyl acetate. The organic layer was w... Run in O1CCCC1 (tetrahydrofuran). Conditions: temperature 0 celsius. Procedure details: The general procedure described by J. R. Pratt et al, in the publication entitled "Organosilicon Compounds. XX. Synthesis of Aromatic Diamines via Trimethylsilyl-Protecting Aniline Intermediates," J. Org. Chem, Vol. 40, No. 8, 1975, pages 1090 to 1094, was followed with some modifications as described herein To a tetrahydrofuran (500 ml) solution of p-bromoaniline (106.0g, 0.62 mol) cooled to 0° C. there was added over a period of one hour n-butyllithium (825 ml, 1.3 mol). The reaction mixture t... Reaction SMILES: [Br:1][C:2]1[CH:8]=[CH:7][C:5]([NH2:6])=[CH:4][CH:3]=1.C([Li])CCC.Cl[Si:15]([CH3:18])([CH3:17])[CH3:16]>O1CCCC1>[CH3:16][Si:15]([CH3:18])([CH3:17])[N:6]([Si:15]([CH3:18])([CH3:17])[CH3:16])[C:5]1[CH:7]=[CH:8][C:2]([Br:1])=[CH:3][CH:4]=1. Starting materials: Organosilicon, C(CCC)[Li] (n-butyllithium), BrC1=CC=C(N)C=C1 (p-bromoaniline), 32g, XX, Aromatic Diamines, Cl[Si](C)(C)C (chlorotrimethylsilane). Yields the product C[Si](N(C1=CC=C(C=C1)Br)[Si](C)(C)C)(C)C (N,N-Bis(trimethylsilyl)-4-bromoaniline). The reactants are [Al+3], CCCc1ncc2ccccn12, [Cl-], [Cl-], [Cl-], ClCCCl, O=C(Cl)c1cccc2ccccc12. The product is CCCc1nc(C(=O)c2cccc3ccccc23)c2ccccn12. Reaction SMILES: [Al+3:17].[CH2:18]([CH2:19][CH3:20])[c:21]1[n:22][cH:23][c:24]2[n:25]1[cH:26][cH:27][cH:28][cH:29]2.[Cl-:14].[Cl-:15].[Cl-:16].[Cl:30][CH2:31][CH2:32][Cl:33].[c:1]1([C:11](=[O:12])[Cl:13])[cH:2][cH:3][cH:4][c:5]2[cH:6][cH:7][cH:8][cH:9][c:10]12>>[c:1]1([C:11](=[O:12])[c:23]2[n:22][c:21]([CH2:18][CH2:19][CH3:20])[n:25]3[c:24]2[cH:29][cH:28][cH:27][cH:26]3)[cH:2][cH:3][cH:4][c:5]2[cH:6][cH:7][cH:8][cH:9][c:10]12.